describe an organic reaction: reactants, conditions, products, and yield From a dataset of the Open Reaction Database (ORD), a public repository of structured organic reaction records. Reactants: CCOC(=O)CBr, [Li]CCCC, CC(C)NC(C)C, N#CC(CCOC1CCCCO1)c1ccc(Cl)c(Cl)c1, C1CCOC1, O. Product: CCOC(=O)CC(C#N)(CCOC1CCCCO1)c1ccc(Cl)c(Cl)c1. RXN SMILES: [CH2:33]([CH3:34])[O:35][C:36]([CH2:37][Br:38])=[O:39].[CH2:8]([Li:9])[CH2:10][CH2:11][CH3:12].[CH:1]([NH:2][CH:3]([CH3:4])[CH3:5])([CH3:6])[CH3:7].[Cl:13][c:14]1[cH:15][c:16]([CH:21]([C:22]#[N:23])[CH2:24][CH2:25][O:26][CH:27]2[O:28][CH2:29][CH2:30][CH2:31][CH2:32]2)[cH:17][cH:18][c:19]1[Cl:20].[O:40]1[CH2:41][CH2:42][CH2:43][CH2:44]1.[OH2:45]>>[Cl:13][c:14]1[cH:15][c:16]([C:21]([C:22]#[N:23])([CH2:24][CH2:25][O:26][CH:27]2[O:28][CH2:29][CH2:30][CH2:31][CH2:32]2)[CH2:37][C:36]([O:35][CH2:33][CH3:34])=[O:39])[cH:17][cH:18][c:19]1[Cl:20]. Reactants: FC(C1=C(C#N)C=CC(=C1)N1C(C(C(C1C)=O)(C)C)=O)(F)F (2-(trifluoromethyl)-4-(3,3,5-trimethyl-2,4-dioxopyrrolidin-1-yl)benzonitrile), C[Mg]Br.C1CCOC1 (methylmagnesium bromide THF). The product is O[C@]1([C@H](N(C(C1(C)C)=O)C1=CC(=C(C#N)C=C1)C(F)(F)F)C)C (rac-4-[(2R,3R)-3-hydroxy-2,3,4,4-tetramethyl-5-oxopyrrolidin-1-yl]-2-(trifluoromethyl)benzonitrile), solid. The yield is 73.0%. As a reaction SMILES: [F:1][C:2]([F:22])([F:21])[C:3]1[CH:10]=[C:9]([N:11]2[CH:15]([CH3:16])[C:14](=[O:17])[C:13]([CH3:19])([CH3:18])[C:12]2=[O:20])[CH:8]=[CH:7][C:4]=1[C:5]#[N:6].[CH3:23][Mg]Br.C1COCC1>>[OH:17][C@:14]1([CH3:23])[C:13]([CH3:19])([CH3:18])[C:12](=[O:20])[N:11]([C:9]2[CH:8]=[CH:7][C:4]([C:5]#[N:6])=[C:3]([C:2]([F:21])([F:1])[F:22])[CH:10]=2)[C@@H:15]1[CH3:16] |f:1.2|. Reported procedure: Using 2-(trifluoromethyl)-4-(3,3,5-trimethyl-2,4-dioxopyrrolidin-1-yl)benzonitrile (100 mg) and methylmagnesium bromide-THF solution (3.22 mL, 1.0 mol/L), and in the same manner as in Example 2, the title compound was obtained as a colorless solid (yield: 77 mg, 73%). The reactants are C(C1=CC=CC=C1)N1C[C@H]([C@@H](C1)NS(=O)(=O)C1=CC=C(C=C1)[N+](=O)[O-])NC(OC(C)(C)C)=O (tert-butyl [(3R,4R)-1-benzyl-4-{[(4-nitrophenyl)sulfonyl]amino}pyrrolidin-3-yl]carbamate), C(CC(C)C)Br (isoamyl bromide), C(=O)([O-])[O-].[K+].[K+] (K2CO3). Solvent: CN(C)C=O (DMF), O (H2O). Conditions: temperature 50 celsius, time 8 hour. The product is C(C1=CC=CC=C1)N1C[C@H]([C@@H](C1)N(S(=O)(=O)C1=CC=C(C=C1)[N+](=O)[O-])CCC(C)C)NC(OC(C)(C)C)=O (tert-Butyl [(3R,4R)-1-benzyl-4-{(3-methylbutyl)[(4-nitrophenyl)sulfonyl]amino}pyrrolidin-3-yl]carbamate). As a reaction SMILES: [CH2:1]([N:8]1[CH2:12][C@@H:11]([NH:13][S:14]([C:17]2[CH:22]=[CH:21][C:20]([N+:23]([O-:25])=[O:24])=[CH:19][CH:18]=2)(=[O:16])=[O:15])[C@H:10]([NH:26][C:27](=[O:33])[O:28][C:29]([CH3:32])([CH3:31])[CH3:30])[CH2:9]1)[C:2]1[CH:7]=[CH:6][CH:5]=[CH:4][CH:3]=1.[CH2:34](Br)[CH2:35][CH:36]([CH3:38])[CH3:37].C([O-])([O-])=O.[K+].[K+]>CN(C=O)C.O>[CH2:1]([N:8]1[CH2:12][C@@H:11]([N:13]([CH2:34][CH2:35][CH:36]([CH3:38])[CH3:37])[S:14]([C:17]2[CH:22]=[CH:21][C:20]([N+:23]([O-:25])=[O:24])=[CH:19][CH:18]=2)(=[O:16])=[O:15])[C@H:10]([NH:26][C:27](=[O:33])[O:28][C:29]([CH3:30])([CH3:32])[CH3:31])[CH2:9]1)[C:2]1[CH:3]=[CH:4][CH:5]=[CH:6][CH:7]=1 |f:2.3.4|. Procedure details: A mixture of tert-butyl [(3R,4R)-1-benzyl-4-{[(4-nitrophenyl)sulfonyl]amino}pyrrolidin-3-yl]carbamate (4.76 g, 10 mmol), isoamyl bromide (1.2 eq), and K2CO3 (2.76 g, 20 mmol) in 50 mL of DMF was stirred overnight at 50° C. The mixture was diluted with H2O, extracted with EtOAc, the combined organic extracts were dried with Na2SO4 and evaporated. The residue was purified by column chromatography on silica gel eluting with 5→20% EtOAc in hexane to give the title product. The product is CC=CC=CCCC(O)CC(=O)OC. Starting materials: [BH4-], C1CCOC1, Cl, [Na+], CC=CC=CCCC(=O)CC(=O)OC. As a reaction SMILES: [BH4-:1].[CH2:18]1[O:19][CH2:20][CH2:21][CH2:22]1.[ClH:17].[Na+:2].[O:3]=[C:4]([CH2:5][C:6](=[O:7])[O:8][CH3:9])[CH2:10][CH2:11][CH:12]=[CH:13][CH:14]=[CH:15][CH3:16]>>[OH:3][CH:4]([CH2:5][C:6](=[O:7])[O:8][CH3:9])[CH2:10][CH2:11][CH:12]=[CH:13][CH:14]=[CH:15][CH3:16]. The reactants are C1COCCO1, C=C1CC(C#N)(COC)C1, [O-][I+3]([O-])([O-])[O-], [Na+], O, O=[Os](=O)(=O)=O. The product is COCC1(C#N)CC(=O)C1. As a reaction SMILES: [CH2:1]1[O:2][CH2:4][CH2:5][O:3][CH2:6]1.[CH3:7][O:8][CH2:9][C:10]1([C:15]#[N:16])[CH2:11][C:12](=[CH2:14])[CH2:13]1.[I+3:17]([O-:18])([O-:19])([O-:20])[O-:21].[Na+:22].[OH2:23].[Os:24](=[O:25])(=[O:26])(=[O:27])=[O:28]>>[O:3]=[C:12]1[CH2:11][C:10]([CH2:9][O:8][CH3:7])([C:15]#[N:16])[CH2:13]1. The yield is 29.9%. The solvent is C1CCOC1 (THF), CCOCC (ether). The product is C1(=CC=CC=C1)C1CCCC(N1)CO ((6-phenyl-piperidin-2-yl)-methanol). Procedure: A solution of methyl 6-phenylpipecolinate (0.23 g) in THF (15 mL) was treated with 1M lithium aluminum hydride in ether (10 mL) at room temperature for 2 h. The reaction mixture was quenched with EtOAc, then MgSO4 was added and the mixture was filtered. The filtrate was concentrated to give a residue, which was purified by chromatography on silica gel plates (2, 1000 μm) using EtOAc:hexane 1:1 as the eluent, to give (6-phenyl-piperidin-2-yl)-methanol as a white solid (0.06 g). Reaction SMILES: [C:1]1([CH:7]2[NH:12][CH:11]([C:13](OC)=[O:14])[CH2:10][CH2:9][CH2:8]2)[CH:6]=[CH:5][CH:4]=[CH:3][CH:2]=1.[H-].[Al+3].[Li+].[H-].[H-].[H-]>C1COCC1.CCOCC>[C:1]1([CH:7]2[NH:12][CH:11]([CH2:13][OH:14])[CH2:10][CH2:9][CH2:8]2)[CH:2]=[CH:3][CH:4]=[CH:5][CH:6]=1 |f:1.2.3.4.5.6|. The reactants are C1(=CC=CC=C1)C1CCCC(N1)C(=O)OC (methyl 6-phenylpipecolinate), [H-].[Al+3].[Li+].[H-].[H-].[H-] (lithium aluminum hydride).